Dataset: the Open Reaction Database (ORD), a public repository of structured organic reaction records. Task: describe an organic reaction: reactants, conditions, products, and yield Reactants: Nc1nc2c(nc(OCc3ccccc3)n2C2CC(O)C(CO)O2)c(=O)[nH]1, CO, O. The product is Nc1nc2c(nc(O)n2C2CC(O)C(CO)O2)c(=O)[nH]1. As a reaction SMILES: [CH2:1]([c:2]1[cH:3][cH:4][cH:5][cH:6][cH:7]1)[O:8][c:9]1[n:10]([CH:11]2[CH2:12][CH:13]([OH:14])[CH:15]([CH2:16][OH:17])[O:18]2)[c:19]2[n:20][c:21]([NH2:27])[nH:22][c:23](=[O:26])[c:24]2[n:25]1.[CH3:28][OH:29].[OH2:30]>>[OH:8][c:9]1[n:10]([CH:11]2[CH2:12][CH:13]([OH:14])[CH:15]([CH2:16][OH:17])[O:18]2)[c:19]2[n:20][c:21]([NH2:27])[nH:22][c:23](=[O:26])[c:24]2[n:25]1. Reactants: O=C=Nc1ccc2c(c1)OCO2, CCc1c(NCC(N)C(=O)OC(C)(C)C)ncnc1N1CCC(c2ccc3c(n2)NCCC3)CC1, C1CCOC1. RXN SMILES: [N:1](=[C:2]=[O:3])[c:4]1[cH:5][c:6]2[c:7]([cH:11][cH:12]1)[O:8][CH2:9][O:10]2.[NH2:13][CH:14]([C:15](=[O:16])[O:17][C:18]([CH3:19])([CH3:20])[CH3:21])[CH2:22][NH:23][c:24]1[n:25][cH:26][n:27][c:28]([N:32]2[CH2:33][CH2:34][CH:35]([c:38]3[n:39][c:40]4[c:45]([cH:46][cH:47]3)[CH2:44][CH2:43][CH2:42][NH:41]4)[CH2:36][CH2:37]2)[c:29]1[CH2:30][CH3:31].[O:48]1[CH2:49][CH2:50][CH2:51][CH2:52]1>>[NH:1]([C:2](=[O:3])[NH:13][CH:14]([C:15](=[O:16])[O:17][C:18]([CH3:19])([CH3:20])[CH3:21])[CH2:22][NH:23][c:24]1[n:25][cH:26][n:27][c:28]([N:32]2[CH2:33][CH2:34][CH:35]([c:38]3[n:39][c:40]4[c:45]([cH:46][cH:47]3)[CH2:44][CH2:43][CH2:42][NH:41]4)[CH2:36][CH2:37]2)[c:29]1[CH2:30][CH3:31])[c:4]1[cH:5][c:6]2[c:7]([cH:11][cH:12]1)[O:8][CH2:9][O:10]2. Yields the product CCc1c(NCC(NC(=O)Nc2ccc3c(c2)OCO3)C(=O)OC(C)(C)C)ncnc1N1CCC(c2ccc3c(n2)NCCC3)CC1. Starting materials: ClCCl, [H-], [Na+], O=C(Oc1ccc([N+](=O)[O-])cc1)N1CCC(N2Cc3ccccc3NC2=O)CC1, C1CCOC1, Cc1cc(CC(O)c2ccco2)cc2cn(COCC[Si](C)(C)C)nc12. The product is Cc1cc(CC(OC(=O)N2CCC(N3Cc4ccccc4NC3=O)CC2)c2ccco2)cc2cn(COCC[Si](C)(C)C)nc12. As a reaction SMILES: [CH2:58]([Cl:59])[Cl:60].[H-:56].[Na+:57].[O:27]=[C:28]1[NH:29][c:30]2[cH:31][cH:32][cH:33][cH:34][c:35]2[CH2:36][N:37]1[CH:38]1[CH2:39][CH2:40][N:41]([C:44](=[O:45])[O:46][c:47]2[cH:48][cH:49][c:50]([N+:51]([O-:52])=[O:53])[cH:54][cH:55]2)[CH2:42][CH2:43]1.[O:61]1[CH2:62][CH2:63][CH2:64][CH2:65]1.[o:1]1[c:2]([CH:6]([CH2:7][c:8]2[cH:9][c:10]3[cH:11][n:12]([CH2:18][O:19][CH2:20][CH2:21][Si:22]([CH3:23])([CH3:24])[CH3:25])[n:13][c:14]3[c:15]([CH3:17])[cH:16]2)[OH:26])[cH:3][cH:4][cH:5]1>>[o:1]1[c:2]([CH:6]([CH2:7][c:8]2[cH:9][c:10]3[cH:11][n:12]([CH2:18][O:19][CH2:20][CH2:21][Si:22]([CH3:23])([CH3:24])[CH3:25])[n:13][c:14]3[c:15]([CH3:17])[cH:16]2)[O:26][C:44]([N:41]2[CH2:40][CH2:39][CH:38]([N:37]3[C:28](=[O:27])[NH:29][c:30]4[cH:31][cH:32][cH:33][cH:34][c:35]4[CH2:36]3)[CH2:43][CH2:42]2)=[O:45])[cH:3][cH:4][cH:5]1. Reactants: solution, C(CCC)[Li] (n-butyllithium), hexanes, C(C)(C)NC(C)C (diisopropylamine), BrCCC=C (4-bromo-1-butene), C1(CCCC1)C(=O)OC (methyl cyclopentane carboxylate). Solvent: O1CCCC1 (tetrahydrofuran), CN(C)P(=O)(N(C)C)N(C)C (HMPA), O1CCCC1 (tetrahydrofuran). Run at temperature 0 celsius, time 30 minute. The product is COC(=O)C1(CCCC1)CCC=C (1-But-3-enyl-cyclopentanecarboxylic acid methyl ester). RXN SMILES: C(NC(C)C)(C)C.[CH2:8]([Li])[CH2:9][CH2:10][CH3:11].[CH:13]1([C:18]([O:20][CH3:21])=[O:19])[CH2:17][CH2:16][CH2:15][CH2:14]1.BrCCC=C>O1CCCC1.CN(P(N(C)C)(N(C)C)=O)C>[CH3:21][O:20][C:18]([C:13]1([CH2:11][CH2:10][CH:9]=[CH2:8])[CH2:17][CH2:16][CH2:15][CH2:14]1)=[O:19]. Reported procedure: To a solution of diisopropylamine (10.5 mL, 75 mmol) in tetrahydrofuran (100 mL) pre-cooled to −75° C. was added a 2.5 M solution of n-butyllithium in hexanes (30 mL, 75 mmol) dropwise. Following addition, the reaction mixture was warmed to 0° C. for 30 min and then re-cooled to −75° C. To the mixture was added a solution of methyl cyclopentane carboxylate (8 g, 62 mmol) in tetrahydrofuran (40 mL) dropwise. After stirring for 30 min, a solution of 4-bromo-1-butene (8.2 mL, 81 mmol) in HMPA (6 mL... The reactants are BrC=1C(=CC2=C(C=3N(C4CC2C4)C(=C(N3)C(=O)N)C=O)C1)F (10-bromo-9-fluoro-3-formyl-6,7-dihydro-5H-5,7-methanobenzo[c]imidazo[1,2-a]azepine-2-carboxamide), C(C)(=O)[O-].[NH4+] (ammonium acetate), C(#N)[BH3-].[Na+] (sodium cyanoborohydride), N (ammonia), C(C)O (Ethanol). The product is BrC=1C(=CC2=C(C=3N(C4CC2C4)C(=C(N3)C(=O)N)CNC(=O)C3CC3)C1)F (10-bromo-3-(cyclopropanecarboxamidomethyl)-9-fluoro-6,7-dihydro-5H-5,7-methanobenzo[c]imidazo[1,2-a]azepine-2-carboxamide). Reaction SMILES: [Br:1][C:2]1[C:3]([F:22])=[CH:4][C:5]2[CH:11]3[CH2:12][CH:9]([CH2:10]3)[N:8]3[C:13](C=O)=[C:14]([C:16]([NH2:18])=[O:17])[N:15]=[C:7]3[C:6]=2[CH:21]=1.[C:23]([O-:26])(=O)[CH3:24].[NH4+].[C:28]([BH3-])#[N:29].[Na+].N.[CH2:33](O)[CH3:34]>>[Br:1][C:2]1[C:3]([F:22])=[CH:4][C:5]2[CH:11]3[CH2:12][CH:9]([CH2:10]3)[N:8]3[C:13]([CH2:28][NH:29][C:23]([CH:24]4[CH2:34][CH2:33]4)=[O:26])=[C:14]([C:16]([NH2:18])=[O:17])[N:15]=[C:7]3[C:6]=2[CH:21]=1 |f:1.2,3.4|. Reported procedure: 10-bromo-9-fluoro-3-formyl-6,7-dihydro-5H-5,7-methanobenzo[c]imidazo[1,2-a]azepine-2-carboxamide (50 mg) was added into a saturated solution of ammonium acetate in Ethanol (2.7 mL) at which point sodium cyanoborohydride (3 eq) and 30% aqueous ammonia solution (1 mL) were added. The mixture was stirred at reflux for 1 hr, until reaction was deemed complete by LC-MS. The reaction was cooled to room temperature, concentrated to dryness and suspended in Methanol. The slurry was loaded onto a biotage... Reactants: COC1=C(C(=O)N2CC(CC2)(CCO)C2=CC=CC=C2)C=C(C=C1)N1N=NN=C1 (1-(2-methoxy-5-(1H-tetrazol-1-yl)benzoyl)-3-phenyl-3-(2-hydroxyethyl)pyrrolidine), CS(=O)(=O)Cl (methanesulfonyl chloride). Reported procedure: Prepare by the method of Example 2.5.2 using 1-(2-methoxy-5-(1H-tetrazol-1-yl)benzoyl)-3-phenyl-3-(2-hydroxyethyl)pyrrolidine (2.6 g, 6.50 mmol) and methanesulfonyl chloride (0.8 mL, 10.4 mmol) to give the title compound: Rf=0.20 (silica gel, ethyl acetate). The product is COC1=C(C(=O)N2CC(CC2)(CCOS(=O)(=O)C)C2=CC=CC=C2)C=C(C=C1)N1N=NN=C1 (1-(2-methoxy-5-(1H-tetrazol-1-yl)benzoyl)-3-phenyl-3-(2-methanesulfonyloxyethyl)pyrrolidine). Reaction SMILES: [CH3:1][O:2][C:3]1[CH:24]=[CH:23][C:22]([N:25]2[CH:29]=[N:28][N:27]=[N:26]2)=[CH:21][C:4]=1[C:5]([N:7]1[CH2:11][CH2:10][C:9]([C:15]2[CH:20]=[CH:19][CH:18]=[CH:17][CH:16]=2)([CH2:12][CH2:13][OH:14])[CH2:8]1)=[O:6].[CH3:30][S:31](Cl)(=[O:33])=[O:32]>>[CH3:1][O:2][C:3]1[CH:24]=[CH:23][C:22]([N:25]2[CH:29]=[N:28][N:27]=[N:26]2)=[CH:21][C:4]=1[C:5]([N:7]1[CH2:11][CH2:10][C:9]([C:15]2[CH:20]=[CH:19][CH:18]=[CH:17][CH:16]=2)([CH2:12][CH2:13][O:14][S:31]([CH3:30])(=[O:33])=[O:32])[CH2:8]1)=[O:6]. Procedure: Next, the 1,4-butanedisulfonyl chloride vapor in the condensing chamber 2 was adiabatically expanded, and the introduced base particles were exposed thereto for 8 minutes. Consequently, a polymerization reaction between 2,5-diamino-1,4-benzenedithiol and 1,4-butanedisulfonyl chloride took place on the surface of the base particles, forming a film of 2,5-diamino-1,4-benzenedithiol-1,4-butanedisulfonyl chloride co-polymer. Product: NC1=C(C=C(C(=C1)S)N)S.C(CCCS(=O)(=O)Cl)S(=O)(=O)Cl (2,5-diamino-1,4-benzenedithiol 1,4-butanedisulfonyl chloride). RXN SMILES: [CH2:1]([S:9]([Cl:12])(=[O:11])=[O:10])[CH2:2][CH2:3][CH2:4][S:5]([Cl:8])(=[O:7])=[O:6].[NH2:13][C:14]1[CH:19]=[C:18]([SH:20])[C:17]([NH2:21])=[CH:16][C:15]=1[SH:22]>>[NH2:13][C:14]1[CH:19]=[C:18]([SH:20])[C:17]([NH2:21])=[CH:16][C:15]=1[SH:22].[CH2:1]([S:9]([Cl:12])(=[O:10])=[O:11])[CH2:2][CH2:3][CH2:4][S:5]([Cl:8])(=[O:7])=[O:6] |f:2.3|. Run at time 8 minute. Reactants: C(CCCS(=O)(=O)Cl)S(=O)(=O)Cl (1,4-butanedisulfonyl chloride), NC1=C(C=C(C(=C1)S)N)S (2,5-diamino-1,4-benzenedithiol), C(CCCS(=O)(=O)Cl)S(=O)(=O)Cl (1,4-butanedisulfonyl chloride).